Dataset: the Open Reaction Database (ORD), a public repository of structured organic reaction records. Task: describe an organic reaction: reactants, conditions, products, and yield Starting materials: BrCC(CCC1=CC=CC=C1)=O (1-bromo-4-phenylbutan-2-one), C[C@@H]1C(N[C@H]1SCC1=CC=CC=C1)=O (trans-3-methyl-4-(benzylthio)azetidin-2-one), [H-].[Na+] (sodium hydride), ice water. Product: C[C@@H]1C(N([C@H]1SCC1=CC=CC=C1)CC(CCC1=CC=CC=C1)=O)=O (trans 3-Methyl-4-(benzylthio)-1-(4-phenyl-2-oxobutyl)azetidin-2-one). The solvent is C1CCOC1 (THF), C1CCOC1 (THF), C1CCOC1 (THF). Reaction conditions: temperature -10 celsius, time 10 minute. Yield: 27.5%. Procedure details: A solution of trans-3-methyl-4-(benzylthio)azetidin-2-one (0.73 g, 3.5 mmol) in dry THF (5 ml) was added dropwise over 5 minutes to a suspension of sodium hydride (60% dispersion in oil, 0.15 g, 3.8 mmol) in dry THF (10 ml) under a nitrogen atmosphere at -10° C. The mixture was stirred for 10 minutes at -10° C. and 1-bromo-4-phenylbutan-2-one (0.79 g, 3.5 mmol) in dry THF (10 ml) was added over 5 minutes at -10° C. The mixture was stirred at room temperature for 30 minutes and poured into ice/wa... RXN SMILES: [CH3:1][C@H:2]1[C@H:5]([S:6][CH2:7][C:8]2[CH:13]=[CH:12][CH:11]=[CH:10][CH:9]=2)[NH:4][C:3]1=[O:14].[H-].[Na+].Br[CH2:18][C:19](=[O:28])[CH2:20][CH2:21][C:22]1[CH:27]=[CH:26][CH:25]=[CH:24][CH:23]=1>C1COCC1>[CH3:1][C@H:2]1[C@H:5]([S:6][CH2:7][C:8]2[CH:13]=[CH:12][CH:11]=[CH:10][CH:9]=2)[N:4]([CH2:18][C:19](=[O:28])[CH2:20][CH2:21][C:22]2[CH:27]=[CH:26][CH:25]=[CH:24][CH:23]=2)[C:3]1=[O:14] |f:1.2|. The product is CCOC(=O)c1cn2c3c(c(F)c(F)c(N)c3c1=O)OCC21CCC1. Reactants: CCOC(=O)c1cn2c3c(c(F)c(F)c([N+](=O)[O-])c3c1=O)OCC21CCC1, [H][H], CN(C)C=O. As a reaction SMILES: [F:1][c:2]1[c:3]([F:27])[c:4]2[c:5]3[n:6]([cH:7][c:8]([C:16](=[O:17])[O:18][CH2:19][CH3:20])[c:9](=[O:15])[c:10]3[c:11]1[N+:12]([O-:13])=[O:14])[C:21]1([CH2:22][CH2:23][CH2:24]1)[CH2:25][O:26]2.[H:28][H:29].[O:30]=[CH:31][N:32]([CH3:33])[CH3:34]>>[F:1][c:2]1[c:3]([F:27])[c:4]2[c:5]3[n:6]([cH:7][c:8]([C:16](=[O:17])[O:18][CH2:19][CH3:20])[c:9](=[O:15])[c:10]3[c:11]1[NH2:12])[C:21]1([CH2:22][CH2:23][CH2:24]1)[CH2:25][O:26]2.